This data is from the Open Reaction Database (ORD), a public repository of structured organic reaction records. The task is: describe an organic reaction: reactants, conditions, products, and yield Starting materials: Cl (HCl), C(C1=CC=CC=C1)(=O)N1CC2C=3C(=C(C=CC13)C#N)CC(C2)N(CCC)CCC ((±)-1-benzoyl-6- cyano-4-(di-n-propylamino)-1,2,2a,3,4,5-hexahydrobenz[cd]indole), solution, C(CCC)[Li] (n-butyl lithium). Solvent: C1CCOC1 (THF), CCCCCC (hexane). Reaction conditions: temperature -78 celsius, time 30 minute. Yields the product C(#N)C1=C2C=3C(CNC3C=C1)CC(C2)N(CCC)CCC ((+)-6-cyano-4-(di-n-propylamino)-1,2,2a,3,4,5-hexahydrobenz[cd]indole). Yield: 113.8%. As a reaction SMILES: C([N:9]1[C:17]2[CH:16]=[CH:15][C:14]([C:18]#[N:19])=[C:13]3[CH2:20][CH:21]([N:23]([CH2:27][CH2:28][CH3:29])[CH2:24][CH2:25][CH3:26])[CH2:22][CH:11]([C:12]=23)[CH2:10]1)(=O)C1C=CC=CC=1.C([Li])CCC.Cl>C1COCC1.CCCCCC>[C:18]([C:14]1[CH:15]=[CH:16][C:17]2[NH:9][CH2:10][CH:11]3[CH2:22][CH:21]([N:23]([CH2:27][CH2:28][CH3:29])[CH2:24][CH2:25][CH3:26])[CH2:20][C:13]=1[C:12]=23)#[N:19]. Reported procedure: To a stirred solution of 4.8 g (0.0124 mol) of (±)-1-benzoyl-6- cyano-4-(di-n-propylamino)-1,2,2a,3,4,5-hexahydrobenz[cd]indole in 200 mL of THF cooled to -78° C. under a N2 atmosphere were added 16 mL (0.025 mol) of 1.6 M solution of n-butyl lithium in hexane. The reaction mixture was stirred at -78° C. for 30 minutes and then allowed to warm to -20° C. To the reaction mixture was added 100 mL of 1N HCl. The mixture was extracted once with ethyl ether. The acidic solution was made alkaline with... Yields the product C(C)(C)N1N=CC2=C1C(NC1(C2)CCN(CC1)C(=O)C1=CC2=CN(N=C2C=C1)C)=O (1′-isopropyl-1-(2-methyl-2H-indazole-5-carbonyl)-4′,6′-dihydrospiro[piperidine-4,5′-pyrazolo[3,4-c]pyridin]-7′(1′H)-one). Conditions: time 10 minute. The solvent is CN(C=O)C (dimethylformamide), O (water). Reactants: 2-methyl-2H-indazole-5-carboxyllic, C(C)N=C=NCCCN(C)C (1-ethyl-3-(3-dimethylaminopropyl) carbodiimide), ON1N=NC2=C1C=CC=C2 (1-hydroxybenzotriazole), Cl.C(C)(C)N1N=CC2=C1C(NC1(C2)CCNCC1)=O (1′-isopropyl-4′,6′-dihydrospiro[piperidine-4,5′-pyrazolo[3,4-c]pyridin]-7′(1′H)-one hydrochloride), C(C)(C)N1N=CC2=C1C(NC1(C2)CCNCC1)=O (1′-isopropyl-4′,6′-dihydrospiro[piperidine-4,5′-pyrazolo[3,4-c]pyridin]-7′(1′H)-one). Reaction SMILES: C(N=C=NCCCN(C)C)C.[OH:12]N1C2C=CC=CC=2N=N1.Cl.[CH:23]([N:26]1[C:30]2[C:31](=[O:40])[NH:32][C:33]3([CH2:39][CH2:38][NH:37][CH2:36][CH2:35]3)[CH2:34][C:29]=2[CH:28]=[N:27]1)([CH3:25])[CH3:24].[CH:41]([N:44]1[C:48]2C(=O)N[C:51]3([CH2:57]CN[CH2:54][CH2:53]3)[CH2:52][C:47]=2[CH:46]=[N:45]1)(C)C>CN(C)C=O.O>[CH:23]([N:26]1[C:30]2[C:31](=[O:40])[NH:32][C:33]3([CH2:39][CH2:38][N:37]([C:57]([C:51]4[CH:53]=[CH:54][C:46]5[C:47](=[CH:48][N:44]([CH3:41])[N:45]=5)[CH:52]=4)=[O:12])[CH2:36][CH2:35]3)[CH2:34][C:29]=2[CH:28]=[N:27]1)([CH3:25])[CH3:24] |f:2.3|. Procedure: To a solution of 2-methyl-2H-indazole-5-carboxyllic acid (28 mg, 0.16 mmol) in dry dimethylformamide was added 1-ethyl-3-(3-dimethylaminopropyl) carbodiimide (37 mg, 0.19 mmol) and 1-hydroxybenzotriazole (26 mg, 0.19 mmol) N,N-diisopropylethylamine (84 μL, 0.48 mmol). The reaction mixture was stirred at room temperature for 10 minutes and then 1′-isopropyl-4′,6′-dihydrospiro[piperidine-4,5′-pyrazolo[3,4-c]pyridin]-7′(1′H)-one hydrochloride was added (Intermediate 2, 30 mg, 0.12 mmol) and the rea... Reaction SMILES: [CH3:1][C:2]1([CH3:37])[C:32]2=[CH:33][CH:34]=[N:35][CH:36]=[C:31]2[C:5]2[C:6]([OH:30])=[CH:7][C:8]([CH:10]([CH2:12][CH2:13][CH2:14][CH2:15][CH2:16][CH2:17][CH2:18][CH2:19][CH2:20][CH2:21][CH2:22][CH2:23][CH2:24][CH2:25][CH2:26][CH2:27][CH2:28][CH3:29])[CH3:11])=[CH:9][C:4]=2[O:3]1.[C:38](OC(=O)C)(=[O:40])[CH3:39]>N1C=CC=CC=1>[C:38]([O:30][C:6]1[C:5]2[C:31]3[C:32]([C:2]([CH3:1])([CH3:37])[O:3][C:4]=2[CH:9]=[C:8]([CH:10]([CH2:12][CH2:13][CH2:14][CH2:15][CH2:16][CH2:17][CH2:18][CH2:19][CH2:20][CH2:21][CH2:22][CH2:23][CH2:24][CH2:25][CH2:26][CH2:27][CH2:28][CH3:29])[CH3:11])[CH:7]=1)=[CH:33][CH:34]=[N:35][CH:36]=3)(=[O:40])[CH3:39]. Procedure: 10-Acetoxy-5,5-dimethyl-8-(2-eicosyl)-5H-[1]benzopyrano[3,4-d]pyridine is prepared by reacting 5,5-dimethyl-10-hydroxy-8-(2-eicosyl)-5H-[1]benzopyrano[3,4-d]pyridine and acetic anhydride in the presence of pyridine according to the method of Example 12. Solvent: N1=CC=CC=C1 (pyridine). Product: C(C)(=O)OC1=CC(=CC2=C1C=1C(=CC=NC1)C(O2)(C)C)C(C)CCCCCCCCCCCCCCCCCC (10-Acetoxy-5,5-dimethyl-8-(2-eicosyl)-5H-[1]benzopyrano[3,4-d]pyridine). The reactants are CC1(OC2=C(C(=CC(=C2)C(C)CCCCCCCCCCCCCCCCCC)O)C=2C1=CC=NC2)C (5,5-dimethyl-10-hydroxy-8-(2-eicosyl)-5H-[1]benzopyrano[3,4-d]pyridine), C(C)(=O)OC(C)=O (acetic anhydride). Reactants: CN1C=CC=2NC(=CC21)C(=O)O (4-methyl-1,4-dihydropyrrolo[3,2-b]pyrrole-2-carboxylic acid), C(=O)([O-])[O-].[K+].[K+] (K2CO3). Solvent: CO (MeOH), O (H2O), CO (MeOH). Conditions: time 20 minute. The product is [K+].CN1C=CC=2NC(=CC21)C(=O)[O-] (4-methyl-1,4-dihydropyrrolo[3,2-b]pyrrole-2-carboxylate potassium salt). Isolated yield 182.2%. As a reaction SMILES: C([O-])([O-])=O.[K+:5].[K+].[CH3:7][N:8]1[C:15]2[CH:14]=[C:13]([C:16]([OH:18])=[O:17])[NH:12][C:11]=2[CH:10]=[CH:9]1>O.CO>[K+:5].[CH3:7][N:8]1[C:15]2[CH:14]=[C:13]([C:16]([O-:18])=[O:17])[NH:12][C:11]=2[CH:10]=[CH:9]1 |f:0.1.2,6.7|. Procedure details: To a suspension of K2CO3 (0.110 g, 0.798 mmol) in H2O (0.4 mL) and MeOH (2 mL) was added a solution of 4-methyl-1,4-dihydropyrrolo[3,2-b]pyrrole-2-carboxylic acid 12 (262 mg, 1.60 mmol) in MeOH (2 mL). The solution was stirred for 20 min and was then concentrated in vacuo to give potassium-4-methyl-1,4-dihydro-pyrrolo[3,2-b]pyrrole-2-carboxylate 12a as a grey solid (294 mg, 91%). 1H NMR (400 MHz, (CD3)2SO) δ (ppm) 9.80 (s, 1H) 6.58 (d, J=2.8 Hz, 1H) 6.10 (s, 1H) 5.70 (dd, J=2.8, 0.8 Hz, 1H) 3.55... The reactants are C(C)(=O)C1=CC=C(C=C1)C1=NC=C(C=N1)OCCCCCCCCCC (2-(4-acetylphenyl)-5-decyloxypyrimidine), C(C)O (ethanol), C(Cl)(Cl)Cl (chloroform), [BH4-].[Na+] (sodium borohydride). Solvent: O (water). Run at time 4 hour. Yields the product OC(C)C1=CC=C(C=C1)C1=NC=C(C=N1)OCCCCCCCCCC (2-(4-(1-hydroxyethyl) phenyl)-5-decyloxypyrimidine). Isolated yield 100.3%. Reaction SMILES: [C:1]([C:4]1[CH:9]=[CH:8][C:7]([C:10]2[N:15]=[CH:14][C:13]([O:16][CH2:17][CH2:18][CH2:19][CH2:20][CH2:21][CH2:22][CH2:23][CH2:24][CH2:25][CH3:26])=[CH:12][N:11]=2)=[CH:6][CH:5]=1)(=[O:3])[CH3:2].C(O)C.C(Cl)(Cl)Cl.[BH4-].[Na+]>O>[OH:3][CH:1]([C:4]1[CH:5]=[CH:6][C:7]([C:10]2[N:15]=[CH:14][C:13]([O:16][CH2:17][CH2:18][CH2:19][CH2:20][CH2:21][CH2:22][CH2:23][CH2:24][CH2:25][CH3:26])=[CH:12][N:11]=2)=[CH:8][CH:9]=1)[CH3:2] |f:3.4|. Procedure: 35.5 g (0.1 mo1) of 2-(4-acetylphenyl)-5-decyloxypyrimidine, 300 ml of ethanol and 300 ml of chloroform were supplied into a four-necked flask equipped with a stirrer and a thermometer. Then 2.8 g (0.075 mol) of sodium borohydride was added at 30°-40° C. and the mixture was stirred at the same temperature for 4 hours. The resulting reaction mixture was poured into 500 ml of water, followed by extraction and liquid separation, and the obtained chloroform layer was washed with water, then dried ov...